Task: describe an organic reaction: reactants, conditions, products, and yield. Dataset: the Open Reaction Database (ORD), a public repository of structured organic reaction records Starting materials: C1(=CC=CC=C1)P(C1=CC=CC=C1)C1=CC=CC=C1 (triphenylphosphine), [Cl-].[Li+] (lithium chloride), C[Sn](C)(C)C (tetramethyltin), BrC1=CC=NC2=CC(=CC=C12)OC (4-bromo-7-methoxyquinoline), Cl (hydrochloric acid), [OH-].[Na+] (sodium hydroxide). The reagents and catalysts are Cl[Pd]([P](C1=CC=CC=C1)(C2=CC=CC=C2)C3=CC=CC=C3)([P](C4=CC=CC=C4)(C5=CC=CC=C5)C6=CC=CC=C6)Cl (bis(triphenylphosphine)palladium(II) chloride). The solvent is CCOC(=O)C (EtOAc), CN(C)C=O (DMF), CCOC(=O)C (EtOAc), O (water), O (water). Run at temperature 120 celsius. Yields the product CC1=CC=NC2=CC(=CC=C12)OC (4-methyl-7-methoxyquinoline). Isolated yield 102.2%. RXN SMILES: [C:1]1(P(C2C=CC=CC=2)C2C=CC=CC=2)C=CC=CC=1.[Cl-].[Li+].C[Sn](C)(C)C.Br[C:28]1[C:37]2[C:32](=[CH:33][C:34]([O:38][CH3:39])=[CH:35][CH:36]=2)[N:31]=[CH:30][CH:29]=1.Cl.[OH-].[Na+]>CN(C=O)C.CCOC(C)=O.O.Cl[Pd](Cl)([P](C1C=CC=CC=1)(C1C=CC=CC=1)C1C=CC=CC=1)[P](C1C=CC=CC=1)(C1C=CC=CC=1)C1C=CC=CC=1>[CH3:1][C:28]1[C:37]2[C:32](=[CH:33][C:34]([O:38][CH3:39])=[CH:35][CH:36]=2)[N:31]=[CH:30][CH:29]=1 |f:1.2,6.7,^1:57,76|. Procedure details: 4 g of triphenylphosphine, 5.3 g of lithium chloride, 14 ml of tetramethyltin and 2.1 g of bis(triphenylphosphine)palladium(II) chloride are added to a solution of 6 g of 4-bromo-7-methoxyquinoline in 100 ml of DMF, under an inert atmosphere of argon at a temperature in the region of 20° C. The reaction medium is heated at a temperature in the region of 120° C. for 16 hours. After cooling, the insoluble material is filtered off. The filtrate is concentrated under reduced pressure. The residue ob...